This data is from the Open Reaction Database (ORD), a public repository of structured organic reaction records. The task is: describe an organic reaction: reactants, conditions, products, and yield Starting materials: BrC=1C=NC=2C=CC=[N+](C2C1)[O-] (3-bromo-1,5-naphthyridin-5-oxide), C1(=CC=C(C=C1)S(=O)(=O)Cl)C (p-toluenesulfonyl chloride), C([O-])([O-])=O.[K+].[K+] (potassium carbonate), O (water), O (water). Run in C(Cl)(Cl)Cl (chloroform), C(Cl)(Cl)Cl (chloroform). Conditions: time 8 hour. Product: BrC1=CN=C2C=CC(NC2=C1)=O (7-bromo-1,5-naphthyridin-2(1H)-one). Isolated yield 78.0%. RXN SMILES: [Br:1][C:2]1[CH:3]=[N:4][C:5]2[CH:6]=[CH:7][CH:8]=[N+:9]([O-])[C:10]=2[CH:11]=1.C1(C)C=CC(S(Cl)(=O)=[O:20])=CC=1.C(=O)([O-])[O-].[K+].[K+].O>C(Cl)(Cl)Cl>[Br:1][C:2]1[CH:11]=[C:10]2[C:5]([CH:6]=[CH:7][C:8](=[O:20])[NH:9]2)=[N:4][CH:3]=1 |f:2.3.4|. Procedure: To a solution of 0.50 g of 3-bromo-1,5-naphthyridin-5-oxide in 10 mL of chloroform, 0.51 g of p-toluenesulfonyl chloride, 1.04 g of potassium carbonate and 3 mL of water were added, and the mixture was stirred at room temperature overnight. Thereto were added water and chloroform, and the solid was filtered off to obtain 0.39 g of 7-bromo-1,5-naphthyridin-2(1H)-one as a white solid. Reactants: CC([C@@H](C(=O)NC)NC(=O)N1N=C(C=2CN(CCC21)C)C2=C(C=C(C(=C2)F)F)F)(C)C ((S)-N-(3,3-dimethyl-1-(methylamino)-1-oxobutan-2-yl)-5-methyl-3-(2,4,5-trifluorophenyl)-4,5,6,7-tetrahydro-1H-pyrazolo[4,3-c]pyridine-1-carboxamide), ( 3H ), FC=1C=C(C=CC1F)C1=NNC2=C1CN(CC2)C(=O)OC(C)(C)C (tert-butyl 3-(3,4-difluorophenyl)-6,7-dihydro-1H-pyrazolo[4,3-c]pyridine-5(4H)-carboxylate), C(C)(C)(C)N (tert-butylamine). Yields the product C(C)(C)(C)NC(=O)N1N=C(C=2CN(CCC21)C)C2=CC(=C(C=C2)F)F (N-tert-butyl-3-(3,4-difluorophenyl)-5-methyl-4,5,6,7-tetrahydro-1H-pyrazolo[4,3-c]pyridine-1-carboxamide). RXN SMILES: C[C:2](C)(C)[C@H:3]([NH:8][C:9]([N:11]1[C:19]2[CH2:18][CH2:17][N:16]([CH3:20])[CH2:15][C:14]=2[C:13]([C:21]2[CH:26]=[C:25]([F:27])[C:24]([F:28])=[CH:23][C:22]=2F)=[N:12]1)=[O:10])[C:4](NC)=O.F[C:33]1C=C(C2C3CN(C(OC(C)(C)C)=O)CCC=3NN=2)C=CC=1F.C(N)(C)(C)C>>[C:3]([NH:8][C:9]([N:11]1[C:19]2[CH2:18][CH2:17][N:16]([CH3:20])[CH2:15][C:14]=2[C:13]([C:21]2[CH:22]=[CH:23][C:24]([F:28])=[C:25]([F:27])[CH:26]=2)=[N:12]1)=[O:10])([CH3:33])([CH3:4])[CH3:2]. Procedure: Compound 46 was prepared according to the procedure described for the synthesis of compound 37 by replacing intermediate 19 with intermediate 15, and replacing tert-leucine methylamide with tert-butylamine. 1H NMR (CDCl3) δ 7.47-7.52 (m, 1H), 7.21-7.31 (m, 2H), 4.06 (s, 2H), 3.43 (t, J=6.1 Hz, 2H), 3.20 (t, J=6.1 Hz, 2H0, 2.75 (3H), 1.48 (s, 9H). LCMS (+ESI) m/z=349.2 [M+H]+. Starting materials: C=C(C)c1ccc2cc(C(=O)OC)ccc2c1, CC[Zn]CC, [Cl-], CC(Cl)Cl, ICI, [NH4+]. The product is COC(=O)c1ccc2cc(C3(C)CC3)ccc2c1. As a reaction SMILES: [CH2:6]=[C:7]([CH3:8])[c:9]1[cH:10][c:11]2[cH:12][cH:13][c:14]([C:19](=[O:20])[O:21][CH3:22])[cH:15][c:16]2[cH:17][cH:18]1.[CH3:1][CH2:2][Zn:3][CH2:4][CH3:5].[Cl-:30].[Cl:23][CH:24]([Cl:25])[CH3:26].[I:27][CH2:28][I:29].[NH4+:31]>>[CH2:1]1[C:7]([CH3:6])([c:9]2[cH:10][c:11]3[cH:12][cH:13][c:14]([C:19](=[O:20])[O:21][CH3:22])[cH:15][c:16]3[cH:17][cH:18]2)[CH2:8]1. Starting materials: BrC=1C=CC(=NC1)C(C(F)F)=O (1-(5-bromopyridin-2-yl)-2,2-difluoroethanone), [BH4-].[Na+] (NaBH4), [NH4+].[Cl-] (NH4Cl). Run in CO (methanol). Product: BrC=1C=CC(=NC1)C(C(F)F)O (1-(5-Bromopyridin-2-yl)-2,2-difluoroethanol). Reaction SMILES: [Br:1][C:2]1[CH:3]=[CH:4][C:5]([C:8](=[O:12])[CH:9]([F:11])[F:10])=[N:6][CH:7]=1.[BH4-].[Na+].[NH4+].[Cl-]>CO>[Br:1][C:2]1[CH:3]=[CH:4][C:5]([CH:8]([OH:12])[CH:9]([F:10])[F:11])=[N:6][CH:7]=1 |f:1.2,3.4|. Procedure: To a solution of 1-(5-bromopyridin-2-yl)-2,2-difluoroethanone (1.0 g, 4.2 mmol) in methanol (10 mL) was added NaBH4 (180 mg, 4.6 mmol) at 0° C. The resulting solution was stirred at ambient temperature for 2 hours before the addition of saturated aqueous NH4Cl solution (5 mL) at 0° C. After methanol was removed in vacuo, the resulting aqueous solution was extracted with ethyl acetate (3×10 mL). All the organic solution was washed with brine, dried over sodium sulfate, filtered and concentrated i... The reactants are COC=1C(C(=C(C(C1OC)=O)CC=1C=CC(=C(C(=O)NC2=CC=C(C=C2)F)C1)OC(C)=O)C)=O (N-[5-(5,6-dimethoxy-3-methyl-1,4-benzoquinon-2-yl)methyl-2-acetoxybenzoyl]-4-fluoroaniline), C(O)([O-])=O.[Na+] (sodium hydrogencarbonate). The solvent is CO (methanol), O (water). The product is COC=1C(C(=C(C(C1OC)=O)CC=1C=CC(=C(C(=O)NC2=CC=C(C=C2)F)C1)O)C)=O (N-[5-(5,6-Dimethoxy-3-methyl-1,4-benzoquinon-2-yl)methyl-2-hydroxybenzoyl]-4-fluoroaniline). Yield: 48.6%. As a reaction SMILES: [CH3:1][O:2][C:3]1[C:4](=[O:34])[C:5]([CH3:33])=[C:6]([CH2:12][C:13]2[CH:14]=[CH:15][C:16]([O:29]C(=O)C)=[C:17]([CH:28]=2)[C:18]([NH:20][C:21]2[CH:26]=[CH:25][C:24]([F:27])=[CH:23][CH:22]=2)=[O:19])[C:7](=[O:11])[C:8]=1[O:9][CH3:10].C(=O)([O-])O.[Na+]>CO.O>[CH3:1][O:2][C:3]1[C:4](=[O:34])[C:5]([CH3:33])=[C:6]([CH2:12][C:13]2[CH:14]=[CH:15][C:16]([OH:29])=[C:17]([CH:28]=2)[C:18]([NH:20][C:21]2[CH:26]=[CH:25][C:24]([F:27])=[CH:23][CH:22]=2)=[O:19])[C:7](=[O:11])[C:8]=1[O:9][CH3:10] |f:1.2|. Reported procedure: N-[5-(5,6-dimethoxy-3-methyl-1,4-benzoquinon-2-yl)methyl-2-acetoxybenzoyl]-4-fluoroaniline (0.068 g, 0.145 mmol) was dissolved in methanol (6 ml) and after adding thereto an aqueous saturated sodium hydrogencarbonate solution (3 ml), the solution was stirred at room temperature for 3 hours. After the completion of reaction, the reaction solution was diluted with water and then extracted with ethyl acetate. The extract was washed with water and then dried, and the solvent was removed by distillat...